The task is: describe an organic reaction: reactants, conditions, products, and yield. This data is from the Open Reaction Database (ORD), a public repository of structured organic reaction records. The reactants are ClC=1C=C(C=C(C1)Cl)SC1=C(N=C(N1C)CCO)C(C)C (5-(3,5-dichlorophenylthio)-4-isopropyl-2-(2-hydroxyethyl)-1-methyl-1H-imidazole), acetal, C(C(C)C)OC1(CCCCCC1)OCC(C)C (1,1-diisobutoxycycloheptane). Product: ClC=1C=C(C=C(C1)Cl)SC1=C(N=C(N1C)CCOC1(CCCCCC1)OCC(C)C)C(C)C (5-(3,5-Dichlorophenylthio)-4-isopropyl-2-[2-(1-isobutoxycycloheptyloxy)ethyl]-1-methyl-1H-imidazole). Yield: 45.6%. RXN SMILES: [Cl:1][C:2]1[CH:3]=[C:4]([S:9][C:10]2[N:14]([CH3:15])[C:13]([CH2:16][CH2:17][OH:18])=[N:12][C:11]=2[CH:19]([CH3:21])[CH3:20])[CH:5]=[C:6]([Cl:8])[CH:7]=1.[CH2:22]([O:26][C:27]1(OCC(C)C)[CH2:33][CH2:32][CH2:31][CH2:30][CH2:29][CH2:28]1)[CH:23]([CH3:25])[CH3:24]>>[Cl:8][C:6]1[CH:5]=[C:4]([S:9][C:10]2[N:14]([CH3:15])[C:13]([CH2:16][CH2:17][O:18][C:27]3([O:26][CH2:22][CH:23]([CH3:25])[CH3:24])[CH2:33][CH2:32][CH2:31][CH2:30][CH2:29][CH2:28]3)=[N:12][C:11]=2[CH:19]([CH3:21])[CH3:20])[CH:3]=[C:2]([Cl:1])[CH:7]=1. Procedure: The compound 22 (345 mg, 1 mmol) was converted to the acetal with 1,1-diisobutoxycycloheptane (2.42 g, 10 mmol) in the same manner as the example 20 to give the compound 28 (234 mg, 46%). Rf 0.31 (Al2O3 type E, hexane-EtOAc (10:1)) PMR (CDCl3 -0.1% d5 -Py): δH0.87 (6 H, d, J 6.6 Hz, CH3) 1.24 (6 H, d, J 6.6 Hz, (CH3)2C), 1.30-1.75 (13 H, m, --CH2 --), 3.00 (2 H, t, J 6.2 Hz, CH2 -Im), 3.10 (1 H, sep, J 6.6 Hz, (CH3)2CH), 3.17 (2 H, t, J 6.6 Hz), 3.51 (3 H, s, NCH3), 3.70 (2 H, t, J 6.2 Hz, OCH2)... The reactants are C(=O)O (formic acid), Cl.CN(CCCN=C=NCC)C (1-(3-dimethylaminopropyl)-3-ethylcarbodiimide hydrochloride), C(C)(=O)NC1(CCN(CC1)C(CC(CN)C1=CC(=C(C=C1)Cl)Cl)CC1=CC(=CC(=C1)C(F)(F)F)C(F)(F)F)C1=CC=CC=C1 (4-(4-acetamido-4-phenylpiperidino)-2-(3,4-dichlorophenyl)-N-[3,5-bis(trifluoromethyl)benzyl]butyl amine), CN1CCOCC1 (N-methylmorpholine). The solvent is ClCCl (dichloromethane), Cl (hydrochloric acid), ClCCl (dichloromethane), O (water), ClCCl (dichloromethane). Reaction conditions: time 15 minute. Yields the product hydrate, C(C)(=O)NC1(CCN(CC1)C(CC(CNC=O)C1=CC(=C(C=C1)Cl)Cl)CC1=CC(=CC(=C1)C(F)(F)F)C(F)(F)F)C1=CC=CC=C1 (4-(4-Acetamido-4-phenylpiperidino)-2-(3,4-dichlorophenyl)-N-formyl-N-[3,5-bis(trifluoromethyl)benzyl]butylamine). RXN SMILES: [CH:1]([OH:3])=O.Cl.CN(C)CCCN=C=NCC.[C:16]([NH:19][C:20]1([C:54]2[CH:59]=[CH:58][CH:57]=[CH:56][CH:55]=2)[CH2:25][CH2:24][N:23]([CH:26]([CH2:39][C:40]2[CH:45]=[C:44]([C:46]([F:49])([F:48])[F:47])[CH:43]=[C:42]([C:50]([F:53])([F:52])[F:51])[CH:41]=2)[CH2:27][CH:28]([C:31]2[CH:36]=[CH:35][C:34]([Cl:37])=[C:33]([Cl:38])[CH:32]=2)[CH2:29][NH2:30])[CH2:22][CH2:21]1)(=[O:18])[CH3:17].CN1CCOCC1>ClCCl.Cl.O>[C:16]([NH:19][C:20]1([C:54]2[CH:59]=[CH:58][CH:57]=[CH:56][CH:55]=2)[CH2:21][CH2:22][N:23]([CH:26]([CH2:39][C:40]2[CH:41]=[C:42]([C:50]([F:51])([F:53])[F:52])[CH:43]=[C:44]([C:46]([F:47])([F:48])[F:49])[CH:45]=2)[CH2:27][CH:28]([C:31]2[CH:36]=[CH:35][C:34]([Cl:37])=[C:33]([Cl:38])[CH:32]=2)[CH2:29][NH:30][CH:1]=[O:3])[CH2:24][CH2:25]1)(=[O:18])[CH3:17] |f:1.2|. Procedure: To a 0° C. solution of formic acid (0.09 mL) in dichloromethane (3 mL) was added 1-(3-dimethylaminopropyl)-3-ethylcarbodiimide hydrochloride (0.23 g) and the mixture stirred for 15 minutes. To this mixture was added a solution of 4-(4-acetamido-4-phenylpiperidino)-2-(3,4-dichlorophenyl)-N-[3,5-bis(trifluoromethyl)benzyl]butyl amine (0.40) and N-methylmorpholine (0.13 mL) in dichloromethane (5 mL). The mixture was allowed to warm to room temperature overnight, and was diluted with 1N hydrochloric... The reactants are CC=1NC2=CC=C(C(=C2C1)C(F)(F)F)C#N (2-methyl-4-(trifluoromethyl)-1H-indole-5-carbonitrile), ClCC=1N=C(SC1)C1=CC=C(C=C1)C(F)(F)F (4-(chloromethyl)-2-[4-(trifluoromethyl)phenyl]-1,3-thiazole). The product is CC=1N(C2=CC=C(C(=C2C1)C(F)(F)F)C#N)CC=1N=C(SC1)C1=CC=C(C=C1)C(F)(F)F (2-Methyl-4-(trifluoromethyl)-1-({2-[4-(trifluoromethyl)phenyl]-1,3-thiazol-4-yl}methyl)-1H-indole-5-carbonitrile). As a reaction SMILES: [CH3:1][C:2]1[NH:3][C:4]2[C:9]([CH:10]=1)=[C:8]([C:11]([F:14])([F:13])[F:12])[C:7]([C:15]#[N:16])=[CH:6][CH:5]=2.Cl[CH2:18][C:19]1[N:20]=[C:21]([C:24]2[CH:29]=[CH:28][C:27]([C:30]([F:33])([F:32])[F:31])=[CH:26][CH:25]=2)[S:22][CH:23]=1>>[CH3:1][C:2]1[N:3]([CH2:18][C:19]2[N:20]=[C:21]([C:24]3[CH:25]=[CH:26][C:27]([C:30]([F:33])([F:31])[F:32])=[CH:28][CH:29]=3)[S:22][CH:23]=2)[C:4]2[C:9]([CH:10]=1)=[C:8]([C:11]([F:12])([F:14])[F:13])[C:7]([C:15]#[N:16])=[CH:6][CH:5]=2. Reported procedure: Synthesized as described in Example 4 using 2-methyl-4-(trifluoromethyl)-1H-indole-5-carbonitrile (Example 120) and 4-(chloromethyl)-2-[4-(trifluoromethyl)phenyl]-1,3-thiazole: MS (ES) m/z 466 (M+1). The reactants are C(=O)(Cl)Cl (phosgene), N#N (N2), C(C)[C@@H]1[C@@H](CNC1)C1=NN=C2N1C1=C(N=C2)N(C=C1)S(=O)(=O)C1=CC=C(C)C=C1 (1-((cis)-4-ethylpyrrolidin-3-yl)-6-tosyl-6H-pyrrolo[2,3-e][1,2,4]triazolo[4,3-a]pyrazine), TEA, FC1(CNC1)F.Cl (3,3-difluoroazetidine•hydrochloride), TEA, C([O-])(O)=O.[Na+] (sodium bicarbonate). The solvent is C(Cl)Cl (DCM), C(Cl)Cl (DCM), C(Cl)Cl (DCM). Conditions: temperature 0 celsius, time 40 minute. The product is FC1(CN(C1)C(=O)N1C[C@H]([C@H](C1)C1=NN=C2N1C1=C(N=C2)N(C=C1)S(=O)(=O)C1=CC=C(C)C=C1)CC)F ((3,3-difluoroazetidin-1-yl)((cis)-3-ethyl-4-(6-tosyl-6H-pyrrolo[2,3-e][1,2,4]triazolo[4,3-a]pyrazin-1-yl)pyrrolidin-1-yl)methanone). Yield: 64.5%. RXN SMILES: [C:1](Cl)(Cl)=[O:2].N#N.[CH2:7]([C@H:9]1[CH2:13][NH:12][CH2:11][C@H:10]1[C:14]1[N:18]2[C:19]3[CH:25]=[CH:24][N:23]([S:26]([C:29]4[CH:35]=[CH:34][C:32]([CH3:33])=[CH:31][CH:30]=4)(=[O:28])=[O:27])[C:20]=3[N:21]=[CH:22][C:17]2=[N:16][N:15]=1)[CH3:8].[F:36][C:37]1([F:41])[CH2:40][NH:39][CH2:38]1.Cl.C(=O)(O)[O-].[Na+]>C(Cl)Cl>[F:36][C:37]1([F:41])[CH2:40][N:39]([C:1]([N:12]2[CH2:11][C@H:10]([C:14]3[N:18]4[C:19]5[CH:25]=[CH:24][N:23]([S:26]([C:29]6[CH:30]=[CH:31][C:32]([CH3:33])=[CH:34][CH:35]=6)(=[O:28])=[O:27])[C:20]=5[N:21]=[CH:22][C:17]4=[N:16][N:15]=3)[C@H:9]([CH2:7][CH3:8])[CH2:13]2)=[O:2])[CH2:38]1 |f:3.4,5.6|. Procedure: To a solution of phosgene (0.400 mL, 0.761 mmol, 20% in toluene) in DCM (1.5 mL) under a balloon of N2 at about 0° C. were added a solution of 1-((cis)-4-ethylpyrrolidin-3-yl)-6-tosyl-6H-pyrrolo[2,3-e][1,2,4]triazolo[4,3-a]pyrazine (0.250 g, 0.609 mmol, Example #36, step F) in DCM (5.0 mL) and TEA (0.430 mL, 3.08 mmol). After about 40 min, at about 0° C., a solution of 3,3-difluoroazetidine•hydrochloride (0.095 g, 0.731 mmol, Matrix) and TEA (0.430 mL, 3.08 mmol) in DCM (5.0 mL) were added dropw... The reactants are CC(C)(C)ON=O, CC(C)(C)CC(C)(C)c1cc(-n2nc3ccc(-c4ccc(N)cc4)cc3n2)c(O)c(C(C)(C)c2ccccc2)c1, CC1(C)CCCC(C)(C)N1O, c1ccncc1. Product: CC(C)(C)CC(C)(C)c1cc(-n2nc3ccc(-c4ccc(ON5C(C)(C)CCCC5(C)C)cc4)cc3n2)c(O)c(C(C)(C)c2ccccc2)c1. Reaction SMILES: [N:12]([O:13][C:14]([CH3:15])([CH3:16])[CH3:17])=[O:18].[NH2:19][c:20]1[cH:21][cH:22][c:23](-[c:26]2[cH:27][c:28]3[c:29]([n:30][n:31](-[c:33]4[c:34]([OH:56])[c:35]([C:47]([CH3:48])([CH3:49])[c:50]5[cH:51][cH:52][cH:53][cH:54][cH:55]5)[cH:36][c:37]([C:39]([CH3:40])([CH3:41])[CH2:42][C:43]([CH3:44])([CH3:45])[CH3:46])[cH:38]4)[n:32]3)[cH:57][cH:58]2)[cH:24][cH:25]1.[OH:1][N:2]1[C:3]([CH3:10])([CH3:11])[CH2:4][CH2:5][CH2:6][C:7]1([CH3:8])[CH3:9].[cH:59]1[cH:60][cH:61][n:62][cH:63][cH:64]1>>[O:1]([N:2]1[C:3]([CH3:10])([CH3:11])[CH2:4][CH2:5][CH2:6][C:7]1([CH3:8])[CH3:9])[c:20]1[cH:21][cH:22][c:23](-[c:26]2[cH:27][c:28]3[c:29]([n:30][n:31](-[c:33]4[c:34]([OH:56])[c:35]([C:47]([CH3:48])([CH3:49])[c:50]5[cH:51][cH:52][cH:53][cH:54][cH:55]5)[cH:36][c:37]([C:39]([CH3:40])([CH3:41])[CH2:42][C:43]([CH3:44])([CH3:45])[CH3:46])[cH:38]4)[n:32]3)[cH:57][cH:58]2)[cH:24][cH:25]1. Starting materials: C1CCOC1, CC(C)(C)[O-], C[P+](c1ccccc1)(c1ccccc1)c1ccccc1, O=Cc1ccc2c(c1)OCO2, [I-], [K+]. The product is C=Cc1ccc2c(c1)OCO2. As a reaction SMILES: [CH2:39]1[O:40][CH2:41][CH2:42][CH2:43]1.[CH3:1][C:2]([CH3:3])([O-:4])[CH3:5].[CH3:8][P+:9]([c:10]1[cH:11][cH:12][cH:13][cH:14][cH:15]1)([c:16]1[cH:17][cH:18][cH:19][cH:20][cH:21]1)[c:22]1[cH:23][cH:24][cH:25][cH:26][cH:27]1.[CH:28](=[O:29])[c:30]1[cH:31][cH:32][c:33]2[c:37]([cH:38]1)[O:36][CH2:35][O:34]2.[I-:7].[K+:6]>>[CH2:1]=[CH:28][c:30]1[cH:31][cH:32][c:33]2[c:37]([cH:38]1)[O:36][CH2:35][O:34]2. The reactants are COC1=CC=CC=2C(C3=CC=CC=C3OC12)=O (4-methoxy-xanthen-9-one), solution, B(Br)(Br)Br (boron tribromide), N (ammonia). The solvent is C(Cl)Cl (methylene chloride), C(Cl)Cl (methylene chloride), CO (methanol). Run at time 2 hour. Yields the product OC1=CC=CC=2C(C3=CC=CC=C3OC12)=O (4-Hydroxy-xanthen-9-one). Isolated yield 66.7%. RXN SMILES: C[O:2][C:3]1[C:16]2[O:15][C:14]3[C:9](=[CH:10][CH:11]=[CH:12][CH:13]=3)[C:8](=[O:17])[C:7]=2[CH:6]=[CH:5][CH:4]=1.B(Br)(Br)Br.N>C(Cl)Cl.CO>[OH:2][C:3]1[C:16]2[O:15][C:14]3[C:9](=[CH:10][CH:11]=[CH:12][CH:13]=3)[C:8](=[O:17])[C:7]=2[CH:6]=[CH:5][CH:4]=1. Procedure: To a solution of 4-methoxy-xanthen-9-one (12 g, 53 mmol) in methylene chloride (100 mL) at 0° C. was added a 1M solution of boron tribromide in methylene chloride (160 mL, 160 mmol) and the mixture was stirred at rt for 2 h. The reaction was slowly poured into a solution of ammonia in methanol (2M). The reaction was concentrated under reduced pressure and the resulting residue was partitioned between 1N HCl and methylene chloride. The organic phase was separated, dried over MgSO4, filtered, and ...